Dataset: the Open Reaction Database (ORD), a public repository of structured organic reaction records. Task: describe an organic reaction: reactants, conditions, products, and yield Starting materials: Grignard reagent, ClC[Si](OC(C)C)(C)C (chloromethyl dimethylisopropoxy silane), BrC1=CC(=C(C=C1)NC=1C(=CC2=C(N=CN2)C1F)C=O)Cl (6-(4-Bromo-2-chloro-phenylamino)-7-fluoro-3H-benzoimidazole-5-carbaldehyde). Solvent: C1CCOC1 (THF), C1CCOC1 (THF). Reaction conditions: temperature -78 celsius, time 1 hour. The product is BrC1=CC(=C(C=C1)NC=1C(=CC2=C(N=CN2)C1F)C(C[Si](C)(C)OC(C)C)O)Cl (1-[6-(4-Bromo-2-chloro-phenylamino)-7-fluoro-3H-benzoimidazol-5-yl]-2-(isopropoxy-dimethyl-silanyl)-ethanol). As a reaction SMILES: Cl[CH2:2][Si:3]([CH3:9])([CH3:8])[O:4][CH:5]([CH3:7])[CH3:6].[Br:10][C:11]1[CH:16]=[CH:15][C:14]([NH:17][C:18]2[C:19]([CH:28]=[O:29])=[CH:20][C:21]3[NH:25][CH:24]=[N:23][C:22]=3[C:26]=2[F:27])=[C:13]([Cl:30])[CH:12]=1>C1COCC1>[Br:10][C:11]1[CH:16]=[CH:15][C:14]([NH:17][C:18]2[C:19]([CH:28]([OH:29])[CH2:2][Si:3]([O:4][CH:5]([CH3:7])[CH3:6])([CH3:9])[CH3:8])=[CH:20][C:21]3[NH:25][CH:24]=[N:23][C:22]=3[C:26]=2[F:27])=[C:13]([Cl:30])[CH:12]=1. Procedure: To a solution of the Grignard reagent prepared from Mg and chloromethyl dimethylisopropoxy silane (Org. Synth. 1992, 69, 96) [4.4 mL, 3.26 mmol, 0.74 M solution (based on 90% purity)] in THF, is added a solution of 6-(4-bromo-2-chloro-phenylamino)-7-fluoro-3H-benzoimidazole-5-carbaldehyde 10f (200 mg, 0.54 mmol) in THF (1 mL) at −78° C. After stirring for 1 hour at −78° C., the reaction is quenched with saturated aqueous NH4Cl, and extracted with EtOAc. The organic layer is dried over MgSO4, fil... RXN SMILES: [CH:1]1([C:4]2[N:9]3[N:10]=[CH:11][C:12]([C:13]#[CH:14])=[C:8]3[N:7]=[C:6]([C:15]3[CH:20]=[CH:19][C:18]([C:21]([F:24])([F:23])[F:22])=[CH:17][CH:16]=3)[CH:5]=2)[CH2:3][CH2:2]1.Br[C:26]1[C:27]([F:37])=[CH:28][C:29]([F:36])=[C:30]([S:32]([NH2:35])(=[O:34])=[O:33])[CH:31]=1>>[CH:1]1([C:4]2[N:9]3[N:10]=[CH:11][C:12]([C:13]#[C:14][C:26]4[C:27]([F:37])=[CH:28][C:29]([F:36])=[C:30]([S:32]([NH2:35])(=[O:33])=[O:34])[CH:31]=4)=[C:8]3[N:7]=[C:6]([C:15]3[CH:16]=[CH:17][C:18]([C:21]([F:22])([F:23])[F:24])=[CH:19][CH:20]=3)[CH:5]=2)[CH2:3][CH2:2]1. Procedure: The title compound was prepared from 7-cyclopropyl-3-ethynyl-5-(4-trifluoromethyl-phenyl)-pyrazolo[1,5-a]pyrimidine (example C.7) (82 mg, 0.25 mmol) and 5-bromo-2,4-difluoro-benzenesulfonamide (68 mg, 0.25 mmol) according to general procedure II. Obtained as a yellow solid (85 mg, 65%). MS (ISN) 517.0 [(M−H)−]; mp 255-257° C. Product: C1(CC1)C1=CC(=NC=2N1N=CC2C#CC=2C(=CC(=C(C2)S(=O)(=O)N)F)F)C2=CC=C(C=C2)C(F)(F)F (5-[7-Cyclopropyl-5-(4-trifluoromethyl-phenyl)-pyrazolo[1,5-a]pyrimidin-3-ylethynyl]-2,4-difluoro-benzenesulfonamide), solid. The reactants are C1(CC1)C1=CC(=NC=2N1N=CC2C#C)C2=CC=C(C=C2)C(F)(F)F (7-cyclopropyl-3-ethynyl-5-(4-trifluoromethyl-phenyl)-pyrazolo[1,5-a]pyrimidine), BrC=1C(=CC(=C(C1)S(=O)(=O)N)F)F (5-bromo-2,4-difluoro-benzenesulfonamide). The yield is 65.0%. Reactants: CC(Cl)c1cccnc1, COC(=O)c1c(O)ccc2ccccc12. Reagents/catalysts: O=C([O-])[O-].[Cs+].[Cs+] (cesium carbonate), [I-].[K+] (potassium iodide). The solvent is CN(C)C=O (DMF), CN(C)C=O (dmf), CN(C)C=O (DMF). Reaction conditions: temperature 70 celsius, time 16 hour. Yields the product COC(=O)c1c(OC(C)c2cccnc2)ccc2ccccc12. The reactants are CN1CCOCC1 (N-methylmorpholine), Cl.CN(CCCN=C=NCC)C (1-[3-(dimethylamino)propyl]-3-ethylcarbodiimide hydrochloride), C(C#CC)OC1=CC=C(C=C1)S(=O)(=O)C1(CCN(CC1)C(=O)C1(COC(OC1)(C)C)C)C(=O)O (4-(4-but-2-ynyloxybenzenesulfonyl)-1-[(2,2,5-trimethyl-1,3-dioxan-5-yl)carbonyl]-4-piperidinecarboxylic acid), ON1N=NC2=C1C=CC=C2 (1-hydroxybenzotriazole), NO (hydroxylamine). Run in CN(C=O)C (dimethylformamide). Product: C(C#CC)OC1=CC=C(C=C1)S(=O)(=O)C1(CCN(CC1)C(=O)C1(COC(OC1)(C)C)C)C(=O)NO (4-(4-But-2-ynyloxybenzenesulfonyl)-N-hydroxy-1-[(2,2,5-trimethyl-1,3-dioxan-5-yl)carbonyl]-4-piperidinecarboxamide), product. Yield: 62.0%. RXN SMILES: [CH2:1]([O:5][C:6]1[CH:11]=[CH:10][C:9]([S:12]([C:15]2([C:32]([OH:34])=O)[CH2:20][CH2:19][N:18]([C:21]([C:23]3([CH3:31])[CH2:28][O:27][C:26]([CH3:30])([CH3:29])[O:25][CH2:24]3)=[O:22])[CH2:17][CH2:16]2)(=[O:14])=[O:13])=[CH:8][CH:7]=1)[C:2]#[C:3][CH3:4].[OH:35][N:36]1C2C=CC=CC=2N=N1.Cl.CN(C)CCCN=C=NCC.CN1CCOCC1.NO>CN(C)C=O>[CH2:1]([O:5][C:6]1[CH:11]=[CH:10][C:9]([S:12]([C:15]2([C:32]([NH:36][OH:35])=[O:34])[CH2:20][CH2:19][N:18]([C:21]([C:23]3([CH3:31])[CH2:28][O:27][C:26]([CH3:30])([CH3:29])[O:25][CH2:24]3)=[O:22])[CH2:17][CH2:16]2)(=[O:14])=[O:13])=[CH:8][CH:7]=1)[C:2]#[C:3][CH3:4] |f:2.3|. Procedure details: 4-(4-But-2-ynyloxybenzenesulfonyl)-N-hydroxy-1-[(2,2,5-trimethyl-1,3-dioxan-5-yl)carbonyl]-4-piperidinecarboxamide was prepared following the procedure Example 64 (step 6). Starting from 4-(4-but-2-ynyloxybenzenesulfonyl)-1-[(2,2,5-trimethyl-1,3-dioxan-5-yl)carbonyl]-4-piperidinecarboxylic acid (280 mg, 0.57 mmol) in dimethylformamide (6 ml), 1-hydroxybenzotriazole (92 mg, 0.57 mmol), 1-[3-(dimethylamino)propyl]-3-ethylcarbodiimide hydrochloride (153 mg, 0.80 mmol), N-methylmorpholine (0.094 ml,... The reactants are C([O-])([O-])=O.[K+].[K+] (Potassium carbonate), C1CC=C2C3=C1C=1N(C4=C(N3C=C2)CC(C=C4)=O)C=NN1 (1,2-Dihydrobenzo[b]pyrrolo[3,2,1-jk][1,2,4]triazolo[4,3-d][1,4]benzodiazepin-8(7H)-one), BrCCC1=CC=CC=C1 ((2-bromoethyl)benzene). The solvent is CN(C=O)C (dimethylformamide). Run at temperature 95 celsius, time 8 hour. Product: C1(=CC=CC=C1)CCC1C(C=CC2=C1N1C3=C(C=4N2C=NN4)CCC=C3C=C1)=O (1,2-Dihydro-7-(2-phenylethyl)benzo[b]pyrrolo[3,2,1-jk][1,2,4]triazolo[4,3-d][1,4]benzodiazepin-8(7H)-one). Isolated yield 84.0%. As a reaction SMILES: [CH2:1]1[C:6]2[C:7]3[N:8]([CH:19]=[N:20][N:21]=3)[C:9]3[CH:17]=[CH:16][C:15](=[O:18])[CH2:14][C:10]=3[N:11]3[CH:12]=[CH:13][C:4]([C:5]=23)=[CH:3][CH2:2]1.C(=O)([O-])[O-].[K+].[K+].Br[CH2:29][CH2:30][C:31]1[CH:36]=[CH:35][CH:34]=[CH:33][CH:32]=1>CN(C)C=O>[C:31]1([CH2:30][CH2:29][CH:14]2[C:10]3[N:11]4[CH:12]=[CH:13][C:4]5[C:5]4=[C:6]([CH2:1][CH2:2][CH:3]=5)[C:7]4[N:8]([CH:19]=[N:20][N:21]=4)[C:9]=3[CH:17]=[CH:16][C:15]2=[O:18])[CH:36]=[CH:35][CH:34]=[CH:33][CH:32]=1 |f:1.2.3|. Procedure details: 1,2-Dihydrobenzo[b]pyrrolo[3,2,1-jk][1,2,4]triazolo[4,3-d][1,4]benzodiazepin-8(7H)-one (2 g) was dissolved in dimethylformamide (50 ml). Potassium carbonate (0.5 g) was added followed by (2-bromoethyl)benzene (2.7 g). The mixture was stirred at 95° C. overnight, filtered, and the filtrate was evaporated under reduced pressure. The residue was purified by high performance liquid chromatography (2% methanol/dichloromethane) to yield 2.3 g, (84%) of product. Recrystallization from methanol gave the...